Dataset: the Open Reaction Database (ORD), a public repository of structured organic reaction records. Task: describe an organic reaction: reactants, conditions, products, and yield The reactants are ClC1=C(C=C(C(=C1)Cl)OC)NC1=C(C=NC2=CC(=CC=C12)F)C#N (4-[(2,4-dichloro-5-methoxyphenyl)amino]-7-fluoro-3-quinolinecarbonitrile). Solvent: C(CC)O (propanol). Yields the product N1=CC(=CC2=CC=CC=C12)C#N (3-quinolinecarbonitrile). RXN SMILES: ClC1C=C(Cl)C(OC)=CC=1N[C:12]1[C:21]2[C:16](=[CH:17][C:18](F)=[CH:19][CH:20]=2)[N:15]=[CH:14][C:13]=1[C:23]#[N:24]>C(O)CC>[N:15]1[C:16]2[C:21](=[CH:20][CH:19]=[CH:18][CH:17]=2)[CH:12]=[C:13]([C:23]#[N:24])[CH:14]=1. Procedure details: Following the procedure used to prepare Example 15, 4-[(2,4-dichloro-5-methoxyphenyl)amino]-7-fluoro-3-quinolinecarbonitrile (200 mg, 0.55 mmol) and 3-(4-methyl)piperazin-1-yl)propanol provided 71 mg of 4-[(2,4-dichloro-5-methoxyphenyl)amino]-7-[3-(4-methyl)piperazin-1-yl)propoxy]-3-quinolinecarbonitrile, mp 154-155° C.